Dataset: the Open Reaction Database (ORD), a public repository of structured organic reaction records. Task: describe an organic reaction: reactants, conditions, products, and yield Reactants: NC1[C@@H]2N(C(=C(CS2)CSC2=CC(=NC=3N2N=C(N3)C)CO)C(=O)O)C1=O (7-amino-3-[(5-hydroxymethyl2-methyl-s-triazolo[1,5-a]pyrimidin-7-yl)thiomethyl]-3-cephem-4-carboxylic acid), CO (methanol), C1(=CC=CC=C1)C(=[N+]=[N-])C1=CC=CC=C1 (diphenyldiazomethane), C(C1=CC=CC=C1)(C1=CC=CC=C1)=NN (benzophenonehydrazone), mercuric oxide. Run in C(Cl)Cl (methylene chloride), CCOCC (ether), C(Cl)Cl (methylene chloride), CCCCCC (n-hexane). Product: NC1[C@@H]2N(C(=C(CS2)CSC2=CC(=NC=3N2N=C(N3)C)CO)C(=O)OC(C3=CC=CC=C3)C3=CC=CC=C3)C1=O (diphenylmethyl 7-amino-3-[(5-hydroxymethyl-2-methyl-s-triazolo[1,5-a]pyrimidin-7-yl)thiomethyl]-3-cephem-4-carboxylate). As a reaction SMILES: [NH2:1][CH:2]1[C:26](=[O:27])[N:4]2[C:5]([C:23]([OH:25])=[O:24])=[C:6]([CH2:9][S:10][C:11]3[N:16]4[N:17]=[C:18]([CH3:20])[N:19]=[C:15]4[N:14]=[C:13]([CH2:21][OH:22])[CH:12]=3)[CH2:7][S:8][C@H:3]12.CO.[C:30]1([C:36]([C:39]2[CH:44]=[CH:43][CH:42]=[CH:41][CH:40]=2)=[N+]=[N-])[CH:35]=[CH:34][CH:33]=[CH:32][CH:31]=1.C(=NN)(C1C=CC=CC=1)C1C=CC=CC=1>C(Cl)Cl.CCOCC.CCCCCC>[NH2:1][CH:2]1[C:26](=[O:27])[N:4]2[C:5]([C:23]([O:25][CH:36]([C:30]3[CH:35]=[CH:34][CH:33]=[CH:32][CH:31]=3)[C:39]3[CH:44]=[CH:43][CH:42]=[CH:41][CH:40]=3)=[O:24])=[C:6]([CH2:9][S:10][C:11]3[N:16]4[N:17]=[C:18]([CH3:20])[N:19]=[C:15]4[N:14]=[C:13]([CH2:21][OH:22])[CH:12]=3)[CH2:7][S:8][C@H:3]12. Procedure: In a suspension of 11.6 g of 7-amino-3-[(5-hydroxymethyl2-methyl-s-triazolo[1,5-a]pyrimidin-7-yl)thiomethyl]-3-cephem-4-carboxylic acid, 70 ml of methanol and 200 ml of methylene chloride was added dropwise, while stirring, diphenyldiazomethane synthesized from 15.7 g of benzophenonehydrazone, 17.3 g of mercuric oxide (yellow) and 130 ml of n-hexane, in 50 ml of methylene chloride solution, and the mixture was stirred at room temperature overnight. After the reaction mixture was condensed, ether... Solvent: CN(C=O)C (N,N-dimethy formamide). Reaction SMILES: [Br:1][C:2]1[C:3](=[O:19])[NH:4][C:5](=[O:18])[N:6]([C:8]2[CH:13]=[CH:12][CH:11]=[C:10]([C:14]([F:17])([F:16])[F:15])[CH:9]=2)[CH:7]=1.[C:20](=O)([O-])[O-].[K+].[K+].CI.[Cl-].[NH4+]>CN(C)C=O>[Br:1][C:2]1[C:3](=[O:19])[N:4]([CH3:20])[C:5](=[O:18])[N:6]([C:8]2[CH:13]=[CH:12][CH:11]=[C:10]([C:14]([F:17])([F:16])[F:15])[CH:9]=2)[CH:7]=1 |f:1.2.3,5.6|. Isolated yield 98.3%. Starting materials: [Cl-].[NH4+] (ammonium chloride), BrC=1C(NC(N(C1)C1=CC(=CC=C1)C(F)(F)F)=O)=O (5-bromo-1-(3-trifluoromethylphenyl)pyrimidin-2,4(1H,3H)-dione), C([O-])([O-])=O.[K+].[K+] (potassium carbonate), CI (methyl iodide). Product: BrC=1C(N(C(N(C1)C1=CC(=CC=C1)C(F)(F)F)=O)C)=O (5-bromo-3-methyl-1-(3-trifluoromethylphenyl)pyrimidin-2,4(1H,3H)-dione). Procedure: To a solution of 5-bromo-1-(3-trifluoromethylphenyl)pyrimidin-2,4(1H,3H)-dione (prepared in Reference Example 97) (150.0 mg) and potassium carbonate (181.6 mg) in N,N-dimethy formamide (4.0 ml) was added at room temperature, methyl iodide (0.042 ml) and the resulting mixture was stirred at 70° C. for two and a half hours. To the reaction mixture was added saturated aqueous ammonium chloride solution (20.0 ml), and the resulting mixture was extracted with ethyl acetate (20 ml×2) and the organic l... Starting materials: CSC1=C2C(=C3C=NC=NC3=C1)NC=N2 (4-methylthioimidazo[4,5-f]quinazoline), BrC=1C=C(N)C=CC1 (3-bromoaniline), Cl.BrC=1C=C(N)C=CC1 (3-bromoaniline hydrochloride), hydrochloride salt, N (NH3). The product is BrC=1C=C(NC2=C3C(=C4C=NC=NC4=C2)NC=N3)C=CC1 (4-(3-bromoanilino)imidazo[4,5-f]quinazoline). Yield: 76.4%. Reaction SMILES: CS[C:3]1[CH:12]=[C:11]2[C:6]([CH:7]=[N:8][CH:9]=[N:10]2)=[C:5]2[NH:13][CH:14]=[N:15][C:4]=12.[Br:16][C:17]1[CH:18]=[C:19]([CH:21]=[CH:22][CH:23]=1)[NH2:20].Cl.BrC1C=C(C=CC=1)N.N>>[Br:16][C:17]1[CH:18]=[C:19]([CH:21]=[CH:22][CH:23]=1)[NH:20][C:3]1[CH:12]=[C:11]2[C:6]([CH:7]=[N:8][CH:9]=[N:10]2)=[C:5]2[NH:13][CH:14]=[N:15][C:4]=12 |f:2.3|. Procedure details: A solution of 4-methylthioimidazo[4,5-f]quinazoline (0.43 g, 2 mmol), 3-bromoaniline (0.5 g, 3 mmol), and 3-bromoaniline hydrochloride (0.63 g, 3 mmol) is heated under reflux for 16 h. The precipitate of hydrochloride salt is converted directly to the free base with aqueous NH3, and recrystallized from EtOH to give 4-(3-bromoanilino)imidazo[4,5-f]quinazoline (0.52 g, 77%). 1H NMR (DMSO) δ11.53 (1H, brs), 8.79 (1H, s), 8.68 (1H, s), 8.53 (1H, dd, J=1.8, 1.9 Hz), 8.15 (1H, d, J=8.8 Hz), 7.81 (1H, ... Reactants: COCCOC(=O)N=NC(=O)OCCOC (azodicarboxylic acid bis(2-methoxyethyl) ester), CC(CCCCCC)O ((racemic)-2-octanol), C1(=CC=CC=C1)P(C1=CC=CC=C1)C1=CC=CC=C1 (triphenylphosphine), CNS(=O)(=O)C1=CC=C(C=C1)C (N-methyl-p-toluenesulfonamide). Solvent: C1CCOC1 (THF), C1CCOC1 (THF). Conditions: time 21 hour. Product: CC1=CC=C(C=C1)S(=O)(=O)N(C(CCCCCC)C)C (4,N-dimethyl-N-(1-methylheptyl)benzenesulfonamide), CC(CCCCCC)O ((racemic)-2-octanol). As a reaction SMILES: [CH3:1][CH:2]([OH:9])[CH2:3][CH2:4][CH2:5][CH2:6][CH2:7][CH3:8].C1(P(C2C=CC=CC=2)C2C=CC=CC=2)C=CC=CC=1.[CH3:29][NH:30][S:31]([C:34]1[CH:39]=[CH:38][C:37]([CH3:40])=[CH:36][CH:35]=1)(=[O:33])=[O:32].COCCOC(N=NC(OCCOC)=O)=O>C1COCC1>[CH3:40][C:37]1[CH:38]=[CH:39][C:34]([S:31]([N:30]([CH3:29])[CH:2]([CH3:1])[CH2:3][CH2:4][CH2:5][CH2:6][CH2:7][CH3:8])(=[O:33])=[O:32])=[CH:35][CH:36]=1.[CH3:1][CH:2]([OH:9])[CH2:3][CH2:4][CH2:5][CH2:6][CH2:7][CH3:8]. Reported procedure: After (racemic)-2-octanol (300 mg, 2.30 mmol), triphenylphosphine (727 mg, 2.76 mmol), N-methyl-p-toluenesulfonamide (514 mg, 2.76 mmol), and THF (12 ml) were added to a 50 ml flask, azodicarboxylic acid bis(2-methoxyethyl) ester (648 mg, 2.76 mmol) dissolved in THF (6 ml) was added dropwise thereto at 20° C., and the reaction was allowed to proceed for 21 hours. Subsequently, a crude product obtained by concentration was purified by column chromatography (silica gel, 10% ethyl acetate-hexane so...